Dataset: the Open Reaction Database (ORD), a public repository of structured organic reaction records. Task: describe an organic reaction: reactants, conditions, products, and yield Starting materials: BrC=1C=C(CNC(OC(C)(C)C)=O)C=CC1OCOCCOC (tert-butyl [3-bromo-4-(2-methoxyethoxymethoxy)-benzyl]carbamate), CC1(OB(OC1(C)C)C=1C=C(C=O)C=CC1)C (3-(4,4,5,5-tetramethyl-[1,3,2]dioxaborolan-2-yl)-benzaldehyde). Yields the product C(=O)C=1C(=C(C=CC1)C1=CC(=CC=C1OCOCCOC)CNC(OC(C)(C)C)=O)OCOCCOC (tert-butyl [3′-formyl-6,2′-bis(2-methoxyethoxymethoxy)biphenyl-3-ylmethyl]carbamate). As a reaction SMILES: Br[C:2]1[CH:3]=[C:4]([CH:14]=[CH:15][C:16]=1[O:17][CH2:18][O:19][CH2:20][CH2:21][O:22][CH3:23])[CH2:5][NH:6][C:7](=[O:13])[O:8][C:9]([CH3:12])([CH3:11])[CH3:10].CC1(C)C(C)(C)OB([C:32]2[CH:33]=[C:34]([CH:37]=[CH:38][CH:39]=2)[CH:35]=[O:36])O1>>[CH:35]([C:34]1[C:37]([O:17][CH2:18][O:19][CH2:20][CH2:21][O:22][CH3:23])=[C:38]([C:2]2[C:16]([O:17][CH2:18][O:19][CH2:20][CH2:21][O:22][CH3:23])=[CH:15][CH:14]=[C:4]([CH2:5][NH:6][C:7](=[O:13])[O:8][C:9]([CH3:12])([CH3:11])[CH3:10])[CH:3]=2)[CH:39]=[CH:32][CH:33]=1)=[O:36]. Reported procedure: Proceeding as in Reference 19, but substituting methyl-3-formyl-4-hydroxy-5-bromophenylacetate (2.47 g, 9.0 mmol) and 2-methoxymethoxy-5-fluorophenylboronic acid (2.0 g, 10.0 mmol), gave methyl 5′-fluoro-5-formyl-6-hydroxy-2′-methoxymethoxy-biphenyl-3-yl)-acetate (2.2 g, 70%) as a yellow oil which crystallized overnight Proceeding as in Reference 19, but substituting tert-butyl [3-bromo-4-(2-methoxyethoxymethoxy)-benzyl]carbamate (2.3 g, 5.9 mmol) and 2-2-methoxyethoxymethoxy)-3-(4,4,5,5-tetrame... The reactants are C1=CCNC1, [Na+], [Na+], [Na+], O=C([O-])[O-], c1ccc2c(c1)CC1OC21, [OH-], O. The product is OC1Cc2ccccc2C1N1CC=CC1. RXN SMILES: [CH2:1]1[NH:2][CH2:3][CH:4]=[CH:5]1.[Na+:23].[Na+:6].[Na+:7].[O-:8][C:9](=[O:10])[O-:11].[O:12]1[CH:13]2[CH:14]1[CH2:15][c:16]1[cH:17][cH:18][cH:19][cH:20][c:21]12.[OH-:22].[OH2:24]>>[CH2:1]1[N:2]([CH:13]2[CH:14]([OH:12])[CH2:15][c:16]3[cH:17][cH:18][cH:19][cH:20][c:21]32)[CH2:3][CH:4]=[CH:5]1. Starting materials: CCOC(=O)C(C)NCc1c(Cl)cccc1[N+](=O)[O-], CCO. The product is CCOC(=O)C(C)NCc1c(N)cccc1Cl. Reaction SMILES: [CH2:1]([CH3:2])[O:3][C:4]([CH:5]([NH:6][CH2:7][c:8]1[c:9]([Cl:17])[cH:10][cH:11][cH:12][c:13]1[N+:14]([O-:15])=[O:16])[CH3:18])=[O:19].[CH3:20][CH2:21][OH:22]>>[CH2:1]([CH3:2])[O:3][C:4]([CH:5]([NH:6][CH2:7][c:8]1[c:9]([Cl:17])[cH:10][cH:11][cH:12][c:13]1[NH2:14])[CH3:18])=[O:19]. Yield: 69.3%. Reactants: amide, amide, [H-].[Al+3].[Li+].[H-].[H-].[H-] (lithium aluminum hydride), FC(C1=CC=C(OCC2CNCCC2)C=C1)(F)F (3-(4-Trifluoromethyl-phenoxymethyl)-piperidine), N1C=C(C2=CC=CC=C12)CC(=O)O ((1H-Indol-3-yl)-acetic acid), amide, BrOP, C(C)(C)N(CC)C(C)C (diisopropylethylamine). RXN SMILES: [F:1][C:2]([F:18])([F:17])[C:3]1[CH:16]=[CH:15][C:6]([O:7][CH2:8][CH:9]2[CH2:14][CH2:13][CH2:12][NH:11][CH2:10]2)=[CH:5][CH:4]=1.[NH:19]1[C:27]2[C:22](=[CH:23][CH:24]=[CH:25][CH:26]=2)[C:21]([CH2:28][C:29](O)=O)=[CH:20]1.C(N(C(C)C)CC)(C)C.[H-].[Al+3].[Li+].[H-].[H-].[H-]>ClCCl.O.CCOCC.C1COCC1.CCOC(C)=O.CCCCCC>[F:18][C:2]([F:1])([F:17])[C:3]1[CH:16]=[CH:15][C:6]([O:7][CH2:8][CH:9]2[CH2:14][CH2:13][CH2:12][N:11]([CH2:29][CH2:28][C:21]3[C:22]4[C:27](=[CH:26][CH:25]=[CH:24][CH:23]=4)[NH:19][CH:20]=3)[CH2:10]2)=[CH:5][CH:4]=1 |f:3.4.5.6.7.8,13.14|. Run at temperature 0 celsius, time 8 hour. Procedure details: 3-(4-Trifluoromethyl-phenoxymethyl)-piperidine (50 mg, 0.19 mmol), (1H-Indol-3-yl)-acetic acid (73 mg, 0.21 mmol), the amide coupling agent BrOP (123 mg, 0.32 mmol), and diisopropylethylamine (75 mg, 0.58 mmol) were dissolved in 2 mL of anhydrous dichloromethane. The mixture was kept at room temperature overnight, diluted with 10 mL of water, and 10 mL of ether. Extractive workup gave in each case, after concentration of the organic layers in vacuo and chromatography on silica gel using a EtOAc-... Yields the product FC(C1=CC=C(OCC2CN(CCC2)CCC2=CNC3=CC=CC=C23)C=C1)(F)F (3-{2-[3-(4-Trifluoromethyl-phenoxymethyl)-piperidin-1-yl]-ethyl}-1H-indole). Run in CCOC(=O)C.CCCCCC (EtOAc hexane), O (water), CCOCC (ether), C1CCOC1 (THF), ClCCl (dichloromethane). The reactants are NC(=CC(=O)OCC)C(C(F)(F)F)(F)F (ethyl 3-amino-4,4,5,5,5-pentafluoro-2-pentenoate), ClC(=O)SCl (chlorocarbonylsulfenyl chloride). Conditions: time 1 hour. Product: O=C1SC(=C(N1)C(C(F)(F)F)(F)F)C(=O)OCC (ethyl 2,3-dihydro-2-oxo -4-pentafluoroethyl-5-thiazole-carboxylate). Isolated yield 46.3%. RXN SMILES: [NH2:1][C:2]([C:9]([F:15])([F:14])[C:10]([F:13])([F:12])[F:11])=[CH:3][C:4]([O:6][CH2:7][CH3:8])=[O:5].Cl[C:17]([S:19]Cl)=[O:18]>>[O:18]=[C:17]1[NH:1][C:2]([C:9]([F:14])([F:15])[C:10]([F:11])([F:12])[F:13])=[C:3]([C:4]([O:6][CH2:7][CH3:8])=[O:5])[S:19]1. Procedure details: Preparation of Ethyl 2-Chloro-4-Pentafluoroethyl-5-Thiazolecarboxylate To a stirred mixture of 65 g (0.4995 mole) of ethyl acetoacetate, 200 ml. of methanol and 100 ml. of saturated sodium acetate at 50° C. was introduced 100 g (0.769 mole) of pentafluoropropionitrile in 3 hours. The reaction mixture was poured into 1200 ml. of water. An oil separated from the reaction mixture. The aqueous solution was extracted with ether. The ether solution was combined with the oil; dried (MgSO4) and concentr... Reactants: CC(C)(C)OC(=O)NC(Cc1ccc(N2CC(=O)N(CC[Si](C)(C)C)S2(=O)=O)c(OCc2ccccc2)c1)C(=O)OC(C)(C)C, ClCCl, O=C(O)C(F)(F)F, [Na+], O=C([O-])O. The product is CC(C)(C)OC(=O)C(N)Cc1ccc(N2CC(=O)N(CC[Si](C)(C)C)S2(=O)=O)c(OCc2ccccc2)c1. Reaction SMILES: [C:1]([CH3:2])([CH3:3])([CH3:4])[O:5][C:6]([CH:7]([CH2:8][c:9]1[cH:10][c:11]([O:29][CH2:30][c:31]2[cH:32][cH:33][cH:34][cH:35][cH:36]2)[c:12]([N:15]2[S:16](=[O:27])(=[O:28])[N:17]([CH2:21][CH2:22][Si:23]([CH3:24])([CH3:25])[CH3:26])[C:18](=[O:20])[CH2:19]2)[cH:13][cH:14]1)[NH:37][C:38]([O:39][C:40]([CH3:41])([CH3:42])[CH3:43])=[O:44])=[O:45].[CH2:58]([Cl:59])[Cl:60].[F:46][C:47]([F:48])([F:49])[C:50]([OH:51])=[O:52].[Na+:57].[O-:53][C:54]([OH:55])=[O:56]>>[C:1]([CH3:2])([CH3:3])([CH3:4])[O:5][C:6]([CH:7]([CH2:8][c:9]1[cH:10][c:11]([O:29][CH2:30][c:31]2[cH:32][cH:33][cH:34][cH:35][cH:36]2)[c:12]([N:15]2[S:16](=[O:27])(=[O:28])[N:17]([CH2:21][CH2:22][Si:23]([CH3:24])([CH3:25])[CH3:26])[C:18](=[O:20])[CH2:19]2)[cH:13][cH:14]1)[NH2:37])=[O:45].